From a dataset of the Open Reaction Database (ORD), a public repository of structured organic reaction records. describe an organic reaction: reactants, conditions, products, and yield Starting materials: C(O)CN (Ethanolamine), C(CCCCCCC\C=C/CCCCCCCC)(=O)O (oleic acid), fatty acid, acyl. Solvent: CCCCCC (hexane), CCCCCC (hexane). Yields the product CCCCCCCC/C=C\CCCCCCCC(=O)NCCO (Oleoyl Ethanolamide). As a reaction SMILES: [CH2:1]([CH2:3][NH2:4])[OH:2].[C:5](O)(=[O:23])[CH2:6][CH2:7][CH2:8][CH2:9][CH2:10][CH2:11][CH2:12]/[CH:13]=[CH:14]\[CH2:15][CH2:16][CH2:17][CH2:18][CH2:19][CH2:20][CH2:21][CH3:22]>CCCCCC>[CH3:22][CH2:21][CH2:20][CH2:19][CH2:18][CH2:17][CH2:16][CH2:15]/[CH:14]=[CH:13]\[CH2:12][CH2:11][CH2:10][CH2:9][CH2:8][CH2:7][CH2:6][C:5]([NH:4][CH2:3][CH2:1][OH:2])=[O:23]. Reported procedure: This experiment was carried out according to the procedure of using free fatty acid as acyl donor (Plastina et al., Lett. Org. Chem. 6:444-47 (2009), which is hereby incorporated by reference in its entirety). Ethanolamine (1 mmol) in hexane (1 mL) was mixed with oleic acid (1 mmol) in a 10-mL round bottom flask in the presence of the lipase (50%, relative to total reactants). The reaction was conducted with agitation at ambient temperature for 4, 8, and 24 hours or at 65° C. for 4, 8, and 20 ho... Starting materials: O=C(n1ccnc1)n1ccnc1, CCOC(=O)CCN, CCOC(C)=O, Cl, CC1(C)C(C(=O)c2cn(CC3CCOCC3)c3cc(C(=O)O)ccc23)C1(C)C, O. The product is CCOC(=O)CCNC(=O)c1ccc2c(C(=O)C3C(C)(C)C3(C)C)cn(CC3CCOCC3)c2c1. As a reaction SMILES: [C:29]([n:30]1[cH:31][cH:32][n:33][cH:34]1)([n:35]1[cH:36][cH:37][n:38][cH:39]1)=[O:40].[CH2:42]([CH3:43])[O:44][C:45]([CH2:46][CH2:47][NH2:48])=[O:49].[CH3:50][CH2:51][O:52][C:53]([CH3:54])=[O:55].[ClH:41].[O:1]1[CH2:2][CH2:3][CH:4]([CH2:7][n:8]2[cH:9][c:10]([C:20](=[O:21])[CH:22]3[C:23]([CH3:27])([CH3:28])[C:24]3([CH3:25])[CH3:26])[c:11]3[cH:12][cH:13][c:14]([C:17](=[O:18])[OH:19])[cH:15][c:16]23)[CH2:5][CH2:6]1.[OH2:56]>>[O:1]1[CH2:2][CH2:3][CH:4]([CH2:7][n:8]2[cH:9][c:10]([C:20](=[O:21])[CH:22]3[C:23]([CH3:27])([CH3:28])[C:24]3([CH3:25])[CH3:26])[c:11]3[cH:12][cH:13][c:14]([C:17](=[O:18])[NH:48][CH2:47][CH2:46][C:45]([O:44][CH2:42][CH3:43])=[O:49])[cH:15][c:16]23)[CH2:5][CH2:6]1. Starting materials: N,N-dimethylaminopyridine, NC=1C(=CC(=C(C(=O)NCCCN2C(CCC2)=O)C1)OCC)N1CCN(CC1)C1=C(C=CC=C1)C (5-amino-2-ethoxy-N-[3-(2-oxo-pyrrolidin-1-yl)-propyl]-4-(4-o-tolyl-piperazin-1-yl)-benzamide), C(C)(C)N(C(C)C)CC (N,N-diisopropylethylamine), O1C(=CC=C1)C(=O)Cl (furan-2-carbonyl chloride). The solvent is ClCCl (dichloromethane), O (water). Conditions: time 16 hour. Yields the product C(C)OC1=CC(=C(C=C1C(NCCCN1C(CCC1)=O)=O)NC(=O)C=1OC=CC1)N1CCN(CC1)C1=C(C=CC=C1)C (furan-2-carboxylic acid [4-ethoxy-5-[3-(2-oxo-pyrrolidin-1-yl)-propylcarbamoyl]-2-(4-o-tolyl-piperazin-1-yl)-phenyl]-amide). Yield: 55.6%. RXN SMILES: [NH2:1][C:2]1[C:3]([N:23]2[CH2:28][CH2:27][N:26]([C:29]3[CH:34]=[CH:33][CH:32]=[CH:31][C:30]=3[CH3:35])[CH2:25][CH2:24]2)=[CH:4][C:5]([O:20][CH2:21][CH3:22])=[C:6]([CH:19]=1)[C:7]([NH:9][CH2:10][CH2:11][CH2:12][N:13]1[CH2:17][CH2:16][CH2:15][C:14]1=[O:18])=[O:8].C(N(CC)C(C)C)(C)C.[O:45]1[CH:49]=[CH:48][CH:47]=[C:46]1[C:50](Cl)=[O:51]>ClCCl.O>[CH2:21]([O:20][C:5]1[C:6]([C:7](=[O:8])[NH:9][CH2:10][CH2:11][CH2:12][N:13]2[CH2:17][CH2:16][CH2:15][C:14]2=[O:18])=[CH:19][C:2]([NH:1][C:50]([C:46]2[O:45][CH:49]=[CH:48][CH:47]=2)=[O:51])=[C:3]([N:23]2[CH2:24][CH2:25][N:26]([C:29]3[CH:34]=[CH:33][CH:32]=[CH:31][C:30]=3[CH3:35])[CH2:27][CH2:28]2)[CH:4]=1)[CH3:22]. Procedure: To a solution of 5-amino-2-ethoxy-N-[3-(2-oxo-pyrrolidin-1-yl)-propyl]-4-(4-o-tolyl-piperazin-1-yl)-benzamide 8c (44.8 mg, 0.09 mmol, 100 mol %) and N,N-diisopropylethylamine (0.05 ml, 0.28 mmol, 300 mol %) in dichloromethane (2.0 ml) was added furan-2-carbonyl chloride (0.01 ml, 0.11 mmol, 120 mol %) and a catalytic amount of N,N-dimethylaminopyridine. The reaction was stirred for 16 h at room temperature and then diluted with water and extracted three times with dichloromethane. The combined o... Starting materials: CN1CC(CC1)O (1-methyl-3-hydroxypyrrolidine), C1(=CC=CC=C1)P(C1=CC=CC=C1)C1=CC=CC=C1 (triphenylphosphine), TEA, ClC1=C(C=C(C=C1)C1=C(C=CC(=N1)C(=O)OCC)C1=C(C=CC=C1OC)OC)O (ethyl 6-(4-chloro-3-hydroxyphenyl)-5-(2,6-dimethoxyphenyl)pyridine-2-carboxylate), CC(C)OC(=O)/N=N/C(=O)OC(C)C (DIAD). Solvent: CCOC(=O)C (EtOAc), C1CCOC1 (THF), C1CCOC1 (THF). Run at temperature 0 celsius, time 18 hour. The product is ClC1=C(C=C(C=C1)C1=C(C=CC(=N1)C(=O)OCC)C1=C(C=CC=C1OC)OC)OC1CN(CC1)C (ethyl 6-{4-chloro-3-[(1-methylpyrrolidin-3-yl)oxy]phenyl}-5-(2,6-dimethoxyphenyl)pyridine-2-carboxylate). Yield: 69.9%. Reaction SMILES: [CH3:1][N:2]1[CH2:6][CH2:5][CH:4]([OH:7])[CH2:3]1.C1(P(C2C=CC=CC=2)C2C=CC=CC=2)C=CC=CC=1.[Cl:27][C:28]1[CH:33]=[CH:32][C:31]([C:34]2[N:39]=[C:38]([C:40]([O:42][CH2:43][CH3:44])=[O:41])[CH:37]=[CH:36][C:35]=2[C:45]2[C:50]([O:51][CH3:52])=[CH:49][CH:48]=[CH:47][C:46]=2[O:53][CH3:54])=[CH:30][C:29]=1O.CC(OC(/N=N/C(OC(C)C)=O)=O)C>C1COCC1.CCOC(C)=O>[Cl:27][C:28]1[CH:29]=[CH:30][C:31]([C:34]2[N:39]=[C:38]([C:40]([O:42][CH2:43][CH3:44])=[O:41])[CH:37]=[CH:36][C:35]=2[C:45]2[C:50]([O:51][CH3:52])=[CH:49][CH:48]=[CH:47][C:46]=2[O:53][CH3:54])=[CH:32][C:33]=1[O:7][CH:4]1[CH2:5][CH2:6][N:2]([CH3:1])[CH2:3]1. Procedure: Add 88 mg (0.87 mmol) of 1-methyl-3-hydroxypyrrolidine, 246 mg (1.09 mmol) of triphenylphosphine and 0.01 mL (0.07 mmol) of TEA to a solution of 300 mg (0.72 mmol) of ethyl 6-(4-chloro-3-hydroxyphenyl)-5-(2,6-dimethoxyphenyl)pyridine-2-carboxylate in 2.5 mL of anhydrous THF cooled to 0° C. and placed under argon. After dissolution, add dropwise, at 0° C., a solution of 0.24 mL (1.09 mmol) of DIAD in 2.5 mL of anhydrous THF. Bring the reaction mixture to RT, stir for 18 h, then take up in 50 mL o...